This data is from the Open Reaction Database (ORD), a public repository of structured organic reaction records. The task is: describe an organic reaction: reactants, conditions, products, and yield Reactants: C(C)(=O)OCC (ethyl acetate), S(=O)(=O)(O)[O-].[K+] (potassium hydrogensulfate), C(CCC)C=1NC(=C(N1)C#N)C#N (2-butylimidazole-4,5-dicarbonitrile), solution, C(C)(C)(C)[Mg]Cl (t-butylmagnesium chloride). The solvent is C(Cl)Cl (methylene chloride), C(C)OCC (diethyl ether). Run at time 1 hour. Product: C(CCC)C=1NC(=C(N1)C(C(C)(C)C)=O)C#N (2-Butyl-4-pivaloylimidazole-5-carbonitrile). RXN SMILES: [CH2:1]([C:5]1[NH:6][C:7]([C:12]#N)=[C:8]([C:10]#[N:11])[N:9]=1)[CH2:2][CH2:3][CH3:4].[C:14]([Mg]Cl)([CH3:17])([CH3:16])[CH3:15].C(OCC)(=[O:22])C.S([O-])(O)(=O)=O.[K+]>C(Cl)Cl.C(OCC)C>[CH2:1]([C:5]1[NH:9][C:8]([C:10]#[N:11])=[C:7]([C:12](=[O:22])[C:14]([CH3:17])([CH3:16])[CH3:15])[N:6]=1)[CH2:2][CH2:3][CH3:4] |f:3.4|. Reported procedure: A solution of 10.4 g of 2-butylimidazole-4,5-dicarbonitrile (prepared as described in Preparation 1) in 150 ml of methylene chloride was added dropwise in an atmosphere of nitrogen at 10°-15° C. to 100 ml of a 2M solution of t-butylmagnesium chloride in diethyl ether, and the mixture was stirred at the same temperature for 1 hour. 200 ml of ethyl acetate and 100 ml of aqueous potassium hydrogensulfate were then added dropwise to the reaction mixture, and the mixture was stirred at room temperatu...